Dataset: the Open Reaction Database (ORD), a public repository of structured organic reaction records. Task: describe an organic reaction: reactants, conditions, products, and yield Starting materials: C(O)([O-])=O.[Na+] (Sodium hydrogen carbonate), CC1=NOC(=C1C1=C(C=C2C(=C(C=NC2=C1)N)N[C@H](C)C1=CC=CC=C1)OC)C (7-(3,5-dimethyl-4-isoxazolyl)-6-(methoxy)-N4-[(1R)-1-phenylethyl]-3,4-quinolinediamine), N(=O)[O-].[Na+] (sodium nitrite), CC1=NOC(=C1C1=C(C=C2C(=C(C=NC2=C1)N)N[C@H](C)C1=CC=CC=C1)OC)C (7-(3,5-dimethyl-4-isoxazolyl)-6-(methoxy)-N4-[(1R)-1-phenylethyl]-3,4-quinolinediamine), CC(=O)O (AcOH). The solvent is O (water), C(Cl)Cl (DCM). Conditions: temperature 0 celsius, time 8 hour. The product is CC1=NOC(=C1C=1C(=CC=2C3=C(C=NC2C1)N=NN3[C@H](C)C3=CC=CC=C3)OC)C (7-(3,5-dimethyl-4-isoxazolyl)-8-(methoxy)-1-[(1R)-1-phenylethyl]-1H-[1,2,3]triazolo[4,5-c]quinoline). Yield: 87.5%. Reaction SMILES: [CH3:1][C:2]1[C:6]([C:7]2[CH:16]=[C:15]3[C:10]([C:11]([NH:18][C@@H:19]([C:21]4[CH:26]=[CH:25][CH:24]=[CH:23][CH:22]=4)[CH3:20])=[C:12]([NH2:17])[CH:13]=[N:14]3)=[CH:9][C:8]=2[O:27][CH3:28])=[C:5]([CH3:29])[O:4][N:3]=1.CC(O)=O.[N:34]([O-])=O.[Na+].C(=O)([O-])O.[Na+]>C(Cl)Cl.O>[CH3:1][C:2]1[C:6]([C:7]2[C:8]([O:27][CH3:28])=[CH:9][C:10]3[C:11]4[N:18]([C@@H:19]([C:21]5[CH:26]=[CH:25][CH:24]=[CH:23][CH:22]=5)[CH3:20])[N:34]=[N:17][C:12]=4[CH:13]=[N:14][C:15]=3[CH:16]=2)=[C:5]([CH3:29])[O:4][N:3]=1 |f:2.3,4.5|. Procedure details: To a solution of 7-(3,5-dimethyl-4-isoxazolyl)-6-(methoxy)-N4-[(1R)-1-phenylethyl]-3,4-quinolinediamine (for a preparation see Intermediate 39, 0.2 g, 0.515 mmol) in DCM (10 ml) cooled at 0° C., were added AcOH (0.5 ml) and a solution of sodium nitrite (0.07 g) in water (1 ml). The mixture was stirred at room temperature overnight. The reaction mixture was treated with saturated aqueous Sodium hydrogen carbonate and extracted with DCM. The organic phase was dried over Na2SO4, evaporated under re... Starting materials: ClCCl, OC1COC2c3cc(F)ccc3Cc3ccccc3C2C1, O=[Cr](=O)([O-])Cl, c1cc[nH+]cc1. Yields the product O=C1COC2c3cc(F)ccc3Cc3ccccc3C2C1. Reaction SMILES: [Cl:33][CH2:34][Cl:35].[F:1][c:2]1[cH:3][c:4]2[c:5]([cH:20][cH:21]1)[CH2:6][c:7]1[c:8]([cH:16][cH:17][cH:18][cH:19]1)[CH:9]1[CH:10]2[O:11][CH2:12][CH:13]([OH:15])[CH2:14]1.[O:22]=[Cr:23]([Cl:24])([O-:25])=[O:26].[nH+:27]1[cH:28][cH:29][cH:30][cH:31][cH:32]1>>[F:1][c:2]1[cH:3][c:4]2[c:5]([cH:20][cH:21]1)[CH2:6][c:7]1[c:8]([cH:16][cH:17][cH:18][cH:19]1)[CH:9]1[CH:10]2[O:11][CH2:12][C:13](=[O:15])[CH2:14]1. Starting materials: ClC1=CC=C(C=C1)C=C(C(=CCCC)OC(=O)C)N1N=CN=C1 (1-(4-chlorophenyl)-2-(1,2,4-triazole-1-yl)-3-acetoxyl-1,3-heptadiene), Cl (hydrochloric acid), C([O-])([O-])=O.[K+].[K+] (potassium carbonate). Run in ice water. Reaction conditions: temperature 50 celsius. Product: ClC1=CC=C(C=C1)C=C(C(CCCC)=O)N1N=CN=C1 (1-(4-chlorophenyl)-2-(1,2,4-triazole-1-yl)-1-heptene-3-one). As a reaction SMILES: [Cl:1][C:2]1[CH:7]=[CH:6][C:5]([CH:8]=[C:9]([N:19]2[CH:23]=[N:22][CH:21]=[N:20]2)[C:10]([O:15]C(C)=O)=[CH:11][CH2:12][CH2:13][CH3:14])=[CH:4][CH:3]=1.Cl.C(=O)([O-])[O-].[K+].[K+]>>[Cl:1][C:2]1[CH:7]=[CH:6][C:5]([CH:8]=[C:9]([N:19]2[CH:23]=[N:22][CH:21]=[N:20]2)[C:10](=[O:15])[CH2:11][CH2:12][CH2:13][CH3:14])=[CH:4][CH:3]=1 |f:2.3.4|. Reported procedure: To the resulting 1-(4-chlorophenyl)-2-(1,2,4-triazole-1-yl)-3-acetoxyl-1,3-heptadiene (9 g) was added conc. hydrochloric acid (100 ml), and the mixture was heated to 50° C. for 2 hours and poured into ice water (500 ml). The aqueous liquor was neutralized with potassium carbonate and extracted with ethyl acetate (300 ml). The organic layer was dried over anhydrous magnesium sulfate, and the solvent was removed by evaporation. The crystalline residue was recrystallized from a carbon tetrachloride... Reactants: FC(C(=O)O)(F)F.ClC1=CC=C(C=C1)N1CCN(CC1)C=1N=C(C2=C(N1)CCS2=O)N2[C@@H](CCC2)CN (C—((S)-1-{2-[4-(4-chloro-phenyl)-piperazin-1-yl]-5-oxo-6,7-dihydro-5H-5λ4-thieno[3,2-d]pyrimidin-4-yl}-pyrrolidin-2-yl)-methylamine trifluoroacetate), C1(=CC=CC=C1)N=C=O (phenylisocyanate). Solvent: ClCCl (dichloromethane). Run at time 4 hour. The product is ClC1=CC=C(C=C1)N1CCN(CC1)C=1N=C(C2=C(N1)CCS2=O)N2[C@@H](CCC2)CNC(=O)NC2=CC=CC=C2 (1-((S)-1-{2-[4-(4-chloro-phenyl)-piperazin-1-yl]-5-oxo-6,7-dihydro-5H-5λ4-thieno[3,2-d]pyrimidin-4-yl}-pyrrolidin-2-ylmethyl)-3-phenylurea). As a reaction SMILES: FC(F)(F)C(O)=O.[Cl:8][C:9]1[CH:14]=[CH:13][C:12]([N:15]2[CH2:20][CH2:19][N:18]([C:21]3[N:22]=[C:23]([N:31]4[CH2:35][CH2:34][CH2:33][C@H:32]4[CH2:36][NH2:37])[C:24]4[S:29](=[O:30])[CH2:28][CH2:27][C:25]=4[N:26]=3)[CH2:17][CH2:16]2)=[CH:11][CH:10]=1.[C:38]1([N:44]=[C:45]=[O:46])[CH:43]=[CH:42][CH:41]=[CH:40][CH:39]=1>ClCCl>[Cl:8][C:9]1[CH:14]=[CH:13][C:12]([N:15]2[CH2:16][CH2:17][N:18]([C:21]3[N:22]=[C:23]([N:31]4[CH2:35][CH2:34][CH2:33][C@H:32]4[CH2:36][NH:37][C:45]([NH:44][C:38]4[CH:43]=[CH:42][CH:41]=[CH:40][CH:39]=4)=[O:46])[C:24]4[S:29](=[O:30])[CH2:28][CH2:27][C:25]=4[N:26]=3)[CH2:19][CH2:20]2)=[CH:11][CH:10]=1 |f:0.1|. Procedure: 100 mg C—((S)-1-{2-[4-(4-chloro-phenyl)-piperazin-1-yl]-5-oxo-6,7-dihydro-5H-5λ4-thieno[3,2-d]pyrimidin-4-yl}-pyrrolidin-2-yl)-methylamine trifluoroacetate, Diastereomer 2 (Example 226) (see scheme 3, 3.17.2) are placed in 2 ml dichloromethane and 30 μl phenylisocyanate are added. The reaction mixture is stirred for 4 hours at ambient temperature and then evaporated to dryness. The product is purified by preparative HPLC (method A). 64 mg of the product are obtained as a powder. Analytical HPLC-... Starting materials: CO, CCOC(=O)c1ccc(OC2CCN(c3ccc4nnc(C(F)(F)F)n4n3)CC2)cc1, [Li+], [OH-], O, O. Product: O=C(O)c1ccc(OC2CCN(c3ccc4nnc(C(F)(F)F)n4n3)CC2)cc1. RXN SMILES: [CH3:35][OH:36].[F:4][C:5]([c:6]1[n:7][n:8][c:9]2[n:10]1[n:11][c:12]([N:15]1[CH2:16][CH2:17][CH:18]([O:21][c:22]3[cH:23][cH:24][c:25]([C:26](=[O:27])[O:28][CH2:29][CH3:30])[cH:31][cH:32]3)[CH2:19][CH2:20]1)[cH:13][cH:14]2)([F:33])[F:34].[Li+:3].[OH-:2].[OH2:1].[OH2:37]>>[F:4][C:5]([c:6]1[n:7][n:8][c:9]2[n:10]1[n:11][c:12]([N:15]1[CH2:16][CH2:17][CH:18]([O:21][c:22]3[cH:23][cH:24][c:25]([C:26](=[O:27])[OH:28])[cH:31][cH:32]3)[CH2:19][CH2:20]1)[cH:13][cH:14]2)([F:33])[F:34]. Reactants: BrCc1ccccc1, C1COCCO1, Nc1cccc(S)c1, [Na+], [OH-]. The product is Nc1cccc(SCc2ccccc2)c1. Reaction SMILES: [Br:11][CH2:12][c:13]1[cH:14][cH:15][cH:16][cH:17][cH:18]1.[CH2:19]1[O:20][CH2:21][CH2:22][O:23][CH2:24]1.[NH2:1][c:2]1[cH:3][c:4]([SH:8])[cH:5][cH:6][cH:7]1.[Na+:10].[OH-:9]>>[NH2:1][c:2]1[cH:3][c:4]([S:8][CH2:12][c:13]2[cH:14][cH:15][cH:16][cH:17][cH:18]2)[cH:5][cH:6][cH:7]1.